This data is from the Open Reaction Database (ORD), a public repository of structured organic reaction records. The task is: describe an organic reaction: reactants, conditions, products, and yield Starting materials: OC1=CC=C(C(=O)OC)C=C1 (Methyl 4-hydroxybenzoate), COC(CBr)OC (bromoacetaldehyde dimethyl acetal), [H-].[Na+] (sodium hydride). The solvent is CN(C=O)C (dimethyl formamide). The product is COC(COC1=CC=C(C(=O)OC)C=C1)OC (Methyl 4-((2,2-dimethoxy)ethoxy)benzoate). The yield is 66.6%. As a reaction SMILES: [OH:1][C:2]1[CH:11]=[CH:10][C:5]([C:6]([O:8][CH3:9])=[O:7])=[CH:4][CH:3]=1.[CH3:12][O:13][CH:14]([O:17][CH3:18])[CH2:15]Br.[H-].[Na+]>CN(C)C=O>[CH3:12][O:13][CH:14]([O:17][CH3:18])[CH2:15][O:1][C:2]1[CH:3]=[CH:4][C:5]([C:6]([O:8][CH3:9])=[O:7])=[CH:10][CH:11]=1 |f:2.3|. Reported procedure: Methyl 4-hydroxybenzoate (15.52 g), bromoacetaldehyde dimethyl acetal (16.90 g) and 60% sodium hydride (5.00 g) were heated in dimethyl formamide (50 ml) at 80° C. for 18 hr. Dimethyl formamide was distilled away from the reaction mixture, and toluene and water were added. The separated toluene layer was dried over magnesium sulfate, and the solvent was distilled away to give the objective compound (16.00 g). Starting materials: Fc1cc(Br)cc(CBr)c1CBr, CN(C)C=O, [H-], [Na+], O, Cc1ccc(S(N)(=O)=O)cc1. Product: Cc1ccc(S(=O)(=O)N2Cc3cc(Br)cc(F)c3C2)cc1. RXN SMILES: [Br:14][c:15]1[cH:16][c:17]([CH2:24][Br:23])[c:18]([CH2:22][Br:25])[c:19]([F:21])[cH:20]1.[CH3:27][N:28]([CH3:29])[CH:30]=[O:31].[H-:1].[Na+:2].[OH2:26].[c:3]1([CH3:13])[cH:4][cH:5][c:6]([S:9](=[O:10])(=[O:11])[NH2:12])[cH:7][cH:8]1>>[c:3]1([CH3:13])[cH:4][cH:5][c:6]([S:9](=[O:10])(=[O:11])[N:12]2[CH2:22][c:18]3[c:17]([cH:16][c:15]([Br:14])[cH:20][c:19]3[F:21])[CH2:24]2)[cH:7][cH:8]1.